This data is from the Open Reaction Database (ORD), a public repository of structured organic reaction records. The task is: describe an organic reaction: reactants, conditions, products, and yield Starting materials: C(#N)CNC(=O)C1C(CCCC1)NC(=O)C=1NC2=CC(=CC=C2C1)O (6-Hydroxy-1H-indole-2-carboxylic acid [2-(cyanomethyl-carbamoyl)-cyclohexyl]-amide), CN1CCN(CC1)CCO (2-(4-Methyl-piperazin-1-yl)-ethanol), C1(=CC=CC=C1)P(C1=CC=CC=C1)C1=CC=CC=C1 (triphenylphosphine), CCOC(=O)/N=N/C(=O)OCC (DEAD). Run in ClCCl (dichloromethane). Conditions: time 8 hour. Yields the product C(#N)CNC(=O)C1C(CCCC1)NC(=O)C=1NC2=CC(=CC=C2C1)OCCN1CCN(CC1)C (6-[2-(4-Methyl-piperazin-1-yl)-ethoxy]-1H-indole-2-carboxylic acid [2-(cyanomethyl-carbamoyl)-cyclohexyl]-amide). Yield: 16.2%. As a reaction SMILES: [C:1]([CH2:3][NH:4][C:5]([CH:7]1[CH2:12][CH2:11][CH2:10][CH2:9][CH:8]1[NH:13][C:14]([C:16]1[NH:17][C:18]2[C:23]([CH:24]=1)=[CH:22][CH:21]=[C:20]([OH:25])[CH:19]=2)=[O:15])=[O:6])#[N:2].[CH3:26][N:27]1[CH2:32][CH2:31][N:30]([CH2:33][CH2:34]O)[CH2:29][CH2:28]1.C1(P(C2C=CC=CC=2)C2C=CC=CC=2)C=CC=CC=1.CCOC(/N=N/C(OCC)=O)=O>ClCCl>[C:1]([CH2:3][NH:4][C:5]([CH:7]1[CH2:12][CH2:11][CH2:10][CH2:9][CH:8]1[NH:13][C:14]([C:16]1[NH:17][C:18]2[C:23]([CH:24]=1)=[CH:22][CH:21]=[C:20]([O:25][CH2:34][CH2:33][N:30]1[CH2:31][CH2:32][N:27]([CH3:26])[CH2:28][CH2:29]1)[CH:19]=2)=[O:15])=[O:6])#[N:2]. Procedure details: To 85 mg (0.25 mM) 6-Hydroxy-1H-indole-2-carboxylic acid [2-(cyanomethyl-carbamoyl)-cyclohexyl]-amide in 5 ml dichloromethane at 0° C. was added 144 mg (1 mM) 2-(4-Methyl-piperazin-1-yl)-ethanol, 262 mg (1 mM) triphenylphosphine and 131 mg (0.75 mM) DEAD. After several hours the mixture was allowed to warm to room temperature and stir overnight. The reaction mixture was purified directly on a preparative TLC plate and eluted with 10% methanol/dichloromethane. The product was then partitioned bet... The reactants are [Cs].C1(=CC=CC=C1)CC1C(NS(N1)(=O)=O)=O (4-phenylmethyl-1,2,5-thiadiazolidin-3-one 1,1-dioxide cesium salt), C1(=CC=CC=C1)SCCl (phenylthiomethyl chloride), ice water, dioxide, C(=O)([O-])[O-].[Cs+].[Cs+] (Cs2CO3). Solvent: CO (methanol). The product is C1(=CC=CC=C1)SCN1S(NC(C1=O)CC1=CC=CC=C1)(=O)=O (2-phenylthiomethyl-4-phenylmethyl-1,2,5-thiadiazolidin-3-one 1,1-dioxide). Yield: 95.9%. RXN SMILES: [Cs].[C:2]1([CH2:8][CH:9]2[NH:13][S:12](=[O:15])(=[O:14])[NH:11][C:10]2=[O:16])[CH:7]=[CH:6][CH:5]=[CH:4][CH:3]=1.C([O-])([O-])=O.[Cs+].[Cs+].[C:23]1([S:29][CH2:30]Cl)[CH:28]=[CH:27][CH:26]=[CH:25][CH:24]=1>CO>[C:23]1([S:29][CH2:30][N:11]2[C:10](=[O:16])[CH:9]([CH2:8][C:2]3[CH:3]=[CH:4][CH:5]=[CH:6][CH:7]=3)[NH:13][S:12]2(=[O:15])=[O:14])[CH:28]=[CH:27][CH:26]=[CH:25][CH:24]=1 |f:0.1,2.3.4,^1:0|. Procedure details: To a mixture of 4-phenylmethyl-1,2,5-thiadiazolidin-3-one 1,1-dioxide cesium salt (prepared by reacting 11.43 g (50.52 mmol) of the dioxide in methanol with 8.23 g (25.26 mmol) of Cs2CO3 followed by removal of the solvent) in 150 ml of DMF was added in one portion phenylthiomethyl chloride (8.82 g, 55.57 mmol) and the mixture was heated at 80°-90° C. under nitrogen for 17 hours. The mixture was cooled and poured into 600 ml of ice/water. The reaction mixture was extracted with ethyl acetate (3x)... Product: C(#N)CCC1OCCC2=CC=CC=C12 (1-(2-cyanoethyl)isochroman). Starting materials: ClCCC1OCCC2=CC=CC=C12 (1-(2-chloroethyl)isochroman), [C-]#N.[Na+] (sodium cyanide), [I-].[Na+] (sodium iodide), CN(C)C=O (DMF), [C-]#N.[Na+] (sodium cyanide), CN(C)C=O (DMF), [I-].[Na+] (sodium iodide). As a reaction SMILES: Cl[CH2:2][CH2:3][CH:4]1[C:13]2[C:8](=[CH:9][CH:10]=[CH:11][CH:12]=2)[CH2:7][CH2:6][O:5]1.[C-]#N.[Na+].[I-].[Na+].[CH3:19][N:20](C=O)C>O>[C:19]([CH2:2][CH2:3][CH:4]1[C:13]2[C:8](=[CH:9][CH:10]=[CH:11][CH:12]=2)[CH2:7][CH2:6][O:5]1)#[N:20] |f:1.2,3.4|. Procedure: A mixture of 1-(2-chloroethyl)isochroman (LXIV, PREPARATION 2, 0.9874 g, 5.02 mmol), sodium cyanide (0.3793 g, 7.74 mmol), sodium iodide (a few mg) and DMF (5 ml) is heated overnight at 85°. Additional sodium cyanide (0.5826 g, 11.9 mmol) is then added in two portions, along with DMF (14 ml) and a few mgs of sodium iodide. The mixture is heated at 97° for another two days and then cooled and poured into water. The mixture is extracted several times with ethyl acetate and the combined organic pha... The solvent is O (water). Reactants: C1(=CC=CC=C1)C1OC(C=C1C1=CC=CC=C1)NC (2,3-Diphenyl-5-methylamino-2,5-dihydrofuran), C1(=CC=CC=C1)C(=O)C(O)C1=CC=CC=C1 (benzoin), [H-].[Na+] (sodium hydride), solution, Cl (hydrochloric acid), CN=CCP(OCC)(OCC)=O (Diethyl 2-methyliminoethylphosphonate). Solvent: O (Water), C(C)(=O)OCC (ethyl acetate), C(C)OCC (ethyl ether), O1CCCC1 (tetrahydrofuran), O1CCCC1 (tetrahydrofuran), C(C)OCC (ethyl ether), O1CCCC1 (tetrahydrofuran). Conditions: temperature 20 celsius, time 30 minute. Yields the product Cl.C1(=CC=CC=C1)C1OC(C=C1C1=CC=CC=C1)NC (2,3-diphenyl-5-methylamino-2,5-dihydrofuran hydrochloride). As a reaction SMILES: [C:1]1([CH:7]2[C:11]([C:12]3[CH:17]=[CH:16][CH:15]=[CH:14][CH:13]=3)=[CH:10][CH:9]([NH:18][CH3:19])[O:8]2)[CH:6]=[CH:5][CH:4]=[CH:3][CH:2]=1.C1(C(C(C2C=CC=CC=2)O)=O)C=CC=CC=1.[H-].[Na+].CN=CCP(=O)(OCC)OCC.[ClH:50]>O1CCCC1.C(OCC)(=O)C.C(OCC)C.O>[ClH:50].[C:1]1([CH:7]2[C:11]([C:12]3[CH:13]=[CH:14][CH:15]=[CH:16][CH:17]=3)=[CH:10][CH:9]([NH:18][CH3:19])[O:8]2)[CH:2]=[CH:3][CH:4]=[CH:5][CH:6]=1 |f:2.3,10.11|. Reported procedure: 2,3-Diphenyl-5-methylamino-2,5-dihydrofuran can be prepared as follows: benzoin (29.7 g) dissolved in tetrahydrofuran (400 cc) is added to a suspension of sodium hydride (3.4 g) in tetrahydrofuran (50 cc) kept under a nitrogen atmosphere at a temperature in the region of 0° C., and the reaction mixture is stirred for 30 minutes while the temperature is allowed to return to 20° C. Diethyl 2-methyliminoethylphosphonate (27 g) in tetrahydrofuran (270 cc) is then added. The reaction mixture is then ...